Task: describe an organic reaction: reactants, conditions, products, and yield. Dataset: the Open Reaction Database (ORD), a public repository of structured organic reaction records Starting materials: CCN(CC)CCCCl, [NH2-], [Na], CC1(C)C2CCC1(C)C(O)(c1ccccc1)C2. Product: CCN(CC)CCCOC1(c2ccccc2)CC2CCC1(C)C2(C)C. As a reaction SMILES: [CH2:20]([CH3:21])[N:22]([CH2:23][CH2:24][CH2:25][Cl:26])[CH2:27][CH3:28].[NH2-:2].[Na:1].[c:3]1([C:9]2([OH:19])[C:10]3([CH3:18])[CH2:11][CH2:12][CH:13]([CH2:14]2)[C:15]3([CH3:16])[CH3:17])[cH:4][cH:5][cH:6][cH:7][cH:8]1>>[c:3]1([C:9]2([O:19][CH2:25][CH2:24][CH2:23][N:22]([CH2:20][CH3:21])[CH2:27][CH3:28])[C:10]3([CH3:18])[CH2:11][CH2:12][CH:13]([CH2:14]2)[C:15]3([CH3:16])[CH3:17])[cH:4][cH:5][cH:6][cH:7][cH:8]1. The reactants are ClC1=C(C(=O)OC)C=C(C=C1)N (Methyl 2-chloro-5-(amino)benzoate), Cl (HCl), ClC(=O)OCC1=CC=CC=C1 (benzyl chloroformate), CCN(C(C)C)C(C)C (DIPEA). The solvent is C(Cl)Cl (methylene chloride), O (water). Conditions: time 3 hour. The product is ClC1=C(C(=O)OC)C=C(C=C1)NC(=O)OCC1=CC=CC=C1 (Methyl 2-chloro-5-(benzyloxycarbonylamino)benzoate). RXN SMILES: [Cl:1][C:2]1[CH:11]=[CH:10][C:9]([NH2:12])=[CH:8][C:3]=1[C:4]([O:6][CH3:7])=[O:5].Cl[C:14]([O:16][CH2:17][C:18]1[CH:23]=[CH:22][CH:21]=[CH:20][CH:19]=1)=[O:15].CCN(C(C)C)C(C)C.Cl>C(Cl)Cl.O>[Cl:1][C:2]1[CH:11]=[CH:10][C:9]([NH:12][C:14]([O:16][CH2:17][C:18]2[CH:23]=[CH:22][CH:21]=[CH:20][CH:19]=2)=[O:15])=[CH:8][C:3]=1[C:4]([O:6][CH3:7])=[O:5]. Reported procedure: The product from Step A was taken up in 100 mL of methylene chloride and cooled in an ice bath. To the solution was added 7.6 mL of benzyl chloroformate and after 5 min 20 mL of DIPEA was added dropwise over 5 min. After stirring at r.t. for 3 h, the reaction was poured into water containing 50 mL of 2N HCl and was extracted twice with methylene chloride. The organics were washed with a portion of brine, combined, dried over sodium sulfate and evaporated to give a solid. This was triturated with... Starting materials: ClC1=C(C(NC=C1)=O)C1=NC=2C(=CC=3C(N(C(C3C2C)=O)C2CCN(CC2)C)=O)N1 (2-(4-chloro-2-oxo-1,2-dihydropyridin-3-yl)-4-methyl-6-(1-methylpiperidin-4-yl)imidazo[4,5-f]isoindole-5,7(1H,6H)-dione), FC1=C(C(=C(C=C1F)F)F)CC(C)N (1-(2,3,5,6-tetrafluorophenyl)propan-2-amine), CCN(C(C)C)C(C)C (Hunig's base). Run in C(CCC)O (1-butanol). Yields the product CC1=C2C(=CC=3C(N(C(C13)=O)C1CCN(CC1)C)=O)NC(=N2)C=2C(NC=CC2NC(CC2=C(C(=CC(=C2F)F)F)F)C)=O (4-Methyl-6-(1-methylpiperidin-4-yl)-2-(2-oxo-4-(1-(2,3,5,6-tetrafluorophenyl)propan-2-ylamino)-1,2-dihydropyridin-3-yl)imidazo[4,5-f]isoindole-5,7(1H,6H)-dione). Yield: 78.5%. Reaction SMILES: Cl[C:2]1[CH:7]=[CH:6][NH:5][C:4](=[O:8])[C:3]=1[C:9]1[NH:30][C:12]2=[CH:13][C:14]3[C:15](=[O:29])[N:16]([CH:22]4[CH2:27][CH2:26][N:25]([CH3:28])[CH2:24][CH2:23]4)[C:17](=[O:21])[C:18]=3[C:19]([CH3:20])=[C:11]2[N:10]=1.[F:31][C:32]1[C:37]([F:38])=[CH:36][C:35]([F:39])=[C:34]([F:40])[C:33]=1[CH2:41][CH:42]([NH2:44])[CH3:43].CCN(C(C)C)C(C)C>C(O)CCC>[CH3:20][C:19]1[C:18]2[C:17](=[O:21])[N:16]([CH:22]3[CH2:27][CH2:26][N:25]([CH3:28])[CH2:24][CH2:23]3)[C:15](=[O:29])[C:14]=2[CH:13]=[C:12]2[NH:30][C:9]([C:3]3[C:4](=[O:8])[NH:5][CH:6]=[CH:7][C:2]=3[NH:44][CH:42]([CH3:43])[CH2:41][C:33]3[C:34]([F:40])=[C:35]([F:39])[CH:36]=[C:37]([F:38])[C:32]=3[F:31])=[N:10][C:11]=12. Reported procedure: A mixture of 2-(4-chloro-2-oxo-1,2-dihydropyridin-3-yl)-4-methyl-6-(1-methylpiperidin-4-yl)imidazo[4,5-f]isoindole-5,7(1H,6H)-dione (1.00 g, 2.35 mmol), 1-(2,3,5,6-tetrafluorophenyl)propan-2-amine (0.54 g, 2.58 mmol), Hunig's base (1.52 g, 0.011 mol), and 20 mL of anhydrous 1-butanol was heated at reflux for 14-15 h under an argon atmosphere. Product was purified by a silica gel column using methylene chloride and methanol (9:1 v/v) as eluent to afford 1.10 g of the designed compound as yellowis... Starting materials: C(N)(=O)C=1C(=C(C(=O)N)C=CC1)NC(C1=C(C=CC=C1)OCC)=O (3-carbamoyl-2-(2-ethoxybenzamido)benzamide), [OH-].[Na+] (sodium hydroxide), O (water). Solvent: C(C)O (ethanol). Product: C(N)(=O)C=1C=CC=C2C(NC(=NC12)C1=C(C=CC=C1)OCC)=O (8-Carbamoyl-2-(2-ethoxyphenyl)quinazolin-4(3H)-one). Isolated yield 0.1%. Reaction SMILES: [C:1]([C:4]1[C:5]([NH:13][C:14](=O)[C:15]2[CH:20]=[CH:19][CH:18]=[CH:17][C:16]=2[O:21][CH2:22][CH3:23])=[C:6]([CH:10]=[CH:11][CH:12]=1)[C:7]([NH2:9])=[O:8])(=[O:3])[NH2:2].[OH-].[Na+].O>C(O)C>[C:1]([C:4]1[CH:12]=[CH:11][CH:10]=[C:6]2[C:5]=1[N:13]=[C:14]([C:15]1[CH:20]=[CH:19][CH:18]=[CH:17][C:16]=1[O:21][CH2:22][CH3:23])[NH:9][C:7]2=[O:8])(=[O:3])[NH2:2] |f:1.2|. Procedure: A stirred mixture of 3-carbamoyl-2-(2-ethoxybenzamido)benzamide (Preparation 18; 1 g, 0,003 mol) sodium hydroxide (0.61 g, 0.015 mol), water (30 ml) and ethanol (7 ml) was heated under reflux for 1 hour. The cool solution was washed with dichloromethane (3×30 ml), acidified to pH 1 with 2N hydrochloric acid and the resulting precipitate collected by filtration. The solid was suspended in saturated aqueous sodium carbonate solution (60 ml) and this suspension extracted with dichloromethane-methan... Starting materials: CC(C)(C)OC(=O)NCCN, O=C([O-])O, N#Cc1ccc(Cl)nc1, [K+], CN(C)C=O, O. Yields the product CC(C)(C)OC(=O)NCCNc1ccc(C#N)cn1. RXN SMILES: [C:1](=[O:2])([O:3][C:4]([CH3:5])([CH3:6])[CH3:7])[NH:8][CH2:9][CH2:10][NH2:11].[C:21](=[O:22])([OH:23])[O-:24].[Cl:12][c:13]1[n:14][cH:15][c:16]([C:17]#[N:18])[cH:19][cH:20]1.[K+:25].[O:27]=[CH:28][N:29]([CH3:30])[CH3:31].[OH2:26]>>[C:1](=[O:2])([O:3][C:4]([CH3:5])([CH3:6])[CH3:7])[NH:8][CH2:9][CH2:10][NH:11][c:13]1[n:14][cH:15][c:16]([C:17]#[N:18])[cH:19][cH:20]1. Reactants: C1(=CC=CC=C1)CCCCCCC(=O)C=1OC(=CN1)C1=C(C(=O)OC)C=CC=C1 (methyl 2-(2-(7-phenylheptanoyl)oxazol-5-yl)benzoate). Solvent: CCOC(=O)C (EtOAc). Yields the product C1(=CC=CC=C1)CCCCCCC(=O)C=1OC(=CN1)C1=C(C(=O)O)C=CC=C1 (2-(2-(7-Phenylheptanoyl)oxazol-5-yl)benzoic acid). Isolated yield 81.5%. Reaction SMILES: [C:1]1([CH2:7][CH2:8][CH2:9][CH2:10][CH2:11][CH2:12][C:13]([C:15]2[O:16][C:17]([C:20]3[CH:29]=[CH:28][CH:27]=[CH:26][C:21]=3[C:22]([O:24]C)=[O:23])=[CH:18][N:19]=2)=[O:14])[CH:6]=[CH:5][CH:4]=[CH:3][CH:2]=1>CCOC(C)=O>[C:1]1([CH2:7][CH2:8][CH2:9][CH2:10][CH2:11][CH2:12][C:13]([C:15]2[O:16][C:17]([C:20]3[CH:29]=[CH:28][CH:27]=[CH:26][C:21]=3[C:22]([OH:24])=[O:23])=[CH:18][N:19]=2)=[O:14])[CH:6]=[CH:5][CH:4]=[CH:3][CH:2]=1. Procedure: The title compound was prepared from methyl 2-(2-(7-phenylheptanoyl)oxazol-5-yl)benzoate (10 mg, 0.026 mmol) following General Procedure E. Preparative thin layer chromatography (EtOAc) yielded the title compound as a white solid (8 mg, 80%): 1H NMR (CD3OD, 600 MHz) δ 7.62 (s, 1H), 7.22-7.19 (m, 2H), 7.14-7.09 (m, 3H), 3.04 (t, 2H, J=7.5 Hz), 2.58 (t, 2H, J=7.5 Hz), 1.71-1.68 (m, 2H), 1.62-1.59 (m, 2H), 1.41-1.32 (m, 4H); 13C NMR (CD3OD, 150 MHz) δ 189.0, 159.4, 159.4, 143.3, 143.3, 134.6, 128.9... Reactants: C(C)OC(CCC1=NC=2C=CC(=C(C2C=C1)CCC(=O)OCC)OCCCCCOC1=C(C2=C(C(CCO2)=O)C=C1)CCC)=O (6-[[5-[(3,4-dihydro-4-oxo-8-propyl-2H-1-benzopyran-7-yl)oxy]pentyl]oxy]-2,5-quinolinedipropanoic acid diethyl ester), O1CCCC1 (tetrahydrofuran), O (water), O.[OH-].[Li+] (lithium hydroxide monohydrate). The reagents and catalysts are S(O)(O)(=O)=O (sulfuric acid). The solvent is C(C)(=O)OCC (ethyl acetate), C(C)(=O)OCC (ethyl acetate), CO (methanol). Run at time 28.5 hour. Product: O=C1CCOC2=C1C=CC(=C2CCC)OCCCCCOC2=C(C=1C=CC(=NC1C=C2)CCC(=O)O)CCC(=O)O (6-[[5-[(3,4-Dihydro-4-oxo-8-propyl-2H-1-benzopyran-7-yl)oxy]pentyl]oxy]-2,5-quinolinedipropanoic Acid). Isolated yield 29.6%. As a reaction SMILES: C([O:3][C:4](=[O:45])[CH2:5][CH2:6][C:7]1[CH:16]=[CH:15][C:14]2[C:13]([CH2:17][CH2:18][C:19]([O:21]CC)=[O:20])=[C:12]([O:24][CH2:25][CH2:26][CH2:27][CH2:28][CH2:29][O:30][C:31]3[CH:41]=[CH:40][C:34]4[C:35](=[O:39])[CH2:36][CH2:37][O:38][C:33]=4[C:32]=3[CH2:42][CH2:43][CH3:44])[CH:11]=[CH:10][C:9]=2[N:8]=1)C.O1CCCC1.O.O.[OH-].[Li+]>S(=O)(=O)(O)O.CO.C(OCC)(=O)C>[O:39]=[C:35]1[C:34]2[CH:40]=[CH:41][C:31]([O:30][CH2:29][CH2:28][CH2:27][CH2:26][CH2:25][O:24][C:12]3[CH:11]=[CH:10][C:9]4[N:8]=[C:7]([CH2:6][CH2:5][C:4]([OH:45])=[O:3])[CH:16]=[CH:15][C:14]=4[C:13]=3[CH2:17][CH2:18][C:19]([OH:21])=[O:20])=[C:32]([CH2:42][CH2:43][CH3:44])[C:33]=2[O:38][CH2:37][CH2:36]1 |f:3.4.5|. Reported procedure: To a mixture of 0.126 g (0.2 mmol) of 6-[[5-[(3,4-dihydro-4-oxo-8-propyl-2H-1-benzopyran-7-yl)oxy]pentyl]oxy]-2,5-quinolinedipropanoic acid diethyl ester from the preceding example, 2.5 mL of tetrahydrofuran and 2.5 mL of water was added 25.7 mg (0.61 mmol) of lithium hydroxide monohydrate. The mixture was stirred at room temperature for 28.5 hr, acidified with 7 drops of 3N aqueous sulfuric acid, and worked-up with ethyl acetate in the usual manner. The residue was taken up in small amount of e... Reactants: O=C1N(C(C2=CC=CC=C12)=O)C[C@H](CC1=C(C=CC=C1)C(F)(F)F)NC(OC(C)(C)C)=O (1,1-dimethylethyl ((1S)-2-(1,3-dioxo-1,3-dihydro-2H-isoindol-2-yl)-1-{[2-(trifluoromethyl)phenyl]methyl}ethyl)carbamate), Cl (HCl). The solvent is CO (MeOH), O1CCOCC1 (dioxane). Conditions: time 12 hour. Product: N[C@H](CN1C(C2=CC=CC=C2C1=O)=O)CC1=C(C=CC=C1)C(F)(F)F (2-{(2S)-2-amino-3-[2-(trifluoromethyl)phenyl]propyl}-1H-isoindole-1,3(2H)-dione). Yield: 109.2%. As a reaction SMILES: [O:1]=[C:2]1[C:10]2[C:5](=[CH:6][CH:7]=[CH:8][CH:9]=2)[C:4](=[O:11])[N:3]1[CH2:12][C@@H:13]([NH:25]C(=O)OC(C)(C)C)[CH2:14][C:15]1[CH:20]=[CH:19][CH:18]=[CH:17][C:16]=1[C:21]([F:24])([F:23])[F:22].Cl>CO.O1CCOCC1>[NH2:25][C@@H:13]([CH2:14][C:15]1[CH:20]=[CH:19][CH:18]=[CH:17][C:16]=1[C:21]([F:24])([F:22])[F:23])[CH2:12][N:3]1[C:4](=[O:11])[C:5]2[C:10](=[CH:9][CH:8]=[CH:7][CH:6]=2)[C:2]1=[O:1]. Reported procedure: To a solution of 1,1-dimethylethyl ((1S)-2-(1,3-dioxo-1,3-dihydro-2H-isoindol-2-yl)-1-{[2-(trifluoromethyl)phenyl]methyl}ethyl)carbamate (3.2 g, 7.1 mmol) in MeOH (35 mL) at RT was added 4M HCl in dioxane (18 mL). After 12 h, the solution was concentrated affording the title compound (2.7 g, quant.) as the HCl salt: LCMS (ES) m/z 349 (M+H)+. Reactants: ice water, [H-].[Na+] (Sodium hydride), C(CC)OC=1NC2=C(N1)C=CC=C2 (2-propoxybenzimidazole), C1(=CC=CC=C1)C(N1N=NN=C1C1=C(C=CC=C1)C1=CC=C(C=C1)CBr)(C1=CC=CC=C1)C1=CC=CC=C1 (N-triphenylmethyl-5-(4'-bromomethylbiphenyl-2-yl) tetrazole). Solvent: CN(C)C=O (DMF). Conditions: time 20 minute. Yields the product C(CC)OC1=NC2=C(N1CC1=CC=C(C=C1)C1=C(C=CC=C1)C1=NN=NN1)C=CC=C2 (2-Propoxy-1-[[2'-(1H-tetrazol-5-yl)biphenyl-4-yl]methyl]benzimidazole). The yield is 35.1%. Reaction SMILES: [H-].[Na+].[CH2:3]([O:6][C:7]1[NH:8][C:9]2[CH:15]=[CH:14][CH:13]=[CH:12][C:10]=2[N:11]=1)[CH2:4][CH3:5].C1(C(C2C=CC=CC=2)(C2C=CC=CC=2)[N:23]2[C:27]([C:28]3[CH:33]=[CH:32][CH:31]=[CH:30][C:29]=3[C:34]3[CH:39]=[CH:38][C:37]([CH2:40]Br)=[CH:36][CH:35]=3)=[N:26][N:25]=[N:24]2)C=CC=CC=1>CN(C=O)C>[CH2:3]([O:6][C:7]1[N:8]([CH2:40][C:37]2[CH:38]=[CH:39][C:34]([C:29]3[CH:30]=[CH:31][CH:32]=[CH:33][C:28]=3[C:27]3[NH:23][N:24]=[N:25][N:26]=3)=[CH:35][CH:36]=2)[C:9]2[CH:15]=[CH:14][CH:13]=[CH:12][C:10]=2[N:11]=1)[CH2:4][CH3:5] |f:0.1|. Procedure: Sodium hydride (60% dispersion in mineral oil, 0.24 g) was added to a stirred solution of 2-propoxybenzimidazole (0.71 g) in DMF (10 ml) under ice-cooling. The mixture was stirred for 20 minutes, to which was added N-triphenylmethyl-5-(4'-bromomethylbiphenyl-2-yl) tetrazole (2.3 g), followed by stirring at room temperature for 5 hours. To the reaction mixture was added ice-water, the mixture was extracted with ethyl acetate. The organic layer was washed with water, dried and concentrated to dryn...